Dataset: the Open Reaction Database (ORD), a public repository of structured organic reaction records. Task: describe an organic reaction: reactants, conditions, products, and yield Reactants: CS(C)=O, ClCCCCl, N#CCc1ccccc1F, [H-], [Na+]. Yields the product N#CC1(c2ccccc2F)CCC1. As a reaction SMILES: [CH3:18][S:19]([CH3:20])=[O:21].[Cl:13][CH2:14][CH2:15][CH2:16][Cl:17].[F:3][c:4]1[c:5]([CH2:10][C:11]#[N:12])[cH:6][cH:7][cH:8][cH:9]1.[H-:2].[Na+:1]>>[F:3][c:4]1[c:5]([C:10]2([C:11]#[N:12])[CH2:14][CH2:15][CH2:16]2)[cH:6][cH:7][cH:8][cH:9]1.